From a dataset of the Open Reaction Database (ORD), a public repository of structured organic reaction records. describe an organic reaction: reactants, conditions, products, and yield Starting materials: CC(C)(C)[Si](C)(C)OC1CCCc2cnc3cc(OCc4ccccc4)ccc3c21, CCO. As a reaction SMILES: [CH2:1]([c:2]1[cH:3][cH:4][cH:5][cH:6][cH:7]1)[O:8][c:9]1[cH:10][cH:11][c:12]2[c:13]3[c:18]([cH:19][n:20][c:21]2[cH:22]1)[CH2:17][CH2:16][CH2:15][CH:14]3[O:23][Si:24]([CH3:25])([CH3:26])[C:27]([CH3:28])([CH3:29])[CH3:30].[CH3:31][CH2:32][OH:33]>>[OH:8][c:9]1[cH:10][cH:11][c:12]2[c:13]3[c:18]([cH:19][n:20][c:21]2[cH:22]1)[CH2:17][CH2:16][CH2:15][CH:14]3[O:23][Si:24]([CH3:25])([CH3:26])[C:27]([CH3:28])([CH3:29])[CH3:30]. The product is CC(C)(C)[Si](C)(C)OC1CCCc2cnc3cc(O)ccc3c21. Starting materials: ClC1=CC=C(C=C1)C(C(CCC)C1=CC=C(C(=O)OCCCC)C=C1)CC=C (n-Butyl 4-[2-(4-chlorophenyl)-1-propylpent-4-en-1-yl]benzoate), O.[OH-].[Li+] (lithium hydroxide monohydrate). The solvent is C1CCOC1.CO.O (THF MeOH water). Run at time 8 hour. Product: ClC1=CC=C(C=C1)[C@@H]([C@H](CCC)C1=CC=C(C(=O)O)C=C1)CC=C (4-[(1S,2R)-2-(4-chlorophenyl)-1-propylpent-4-en-1-yl]benzoic acid). RXN SMILES: [Cl:1][C:2]1[CH:7]=[CH:6][C:5]([CH:8]([CH2:26][CH:27]=[CH2:28])[CH:9]([C:13]2[CH:25]=[CH:24][C:16]([C:17]([O:19]CCCC)=[O:18])=[CH:15][CH:14]=2)[CH2:10][CH2:11][CH3:12])=[CH:4][CH:3]=1.O.[OH-].[Li+]>C1COCC1.CO.O>[Cl:1][C:2]1[CH:7]=[CH:6][C:5]([C@H:8]([CH2:26][CH:27]=[CH2:28])[C@@H:9]([C:13]2[CH:14]=[CH:15][C:16]([C:17]([OH:19])=[O:18])=[CH:24][CH:25]=2)[CH2:10][CH2:11][CH3:12])=[CH:4][CH:3]=1 |f:1.2.3,4.5.6|. Procedure details: A THF/MeOH/water (8 ml/8 ml/3 ml) solution containing the intermediate from Step F (790 mg, 1.98 mmol) and lithium hydroxide monohydrate (406 mg, 9.90 mmol) was stirred overnight at room temperature. The solution was concentrated and the nonvolatile portion was partitioned between aqueous 2N hydrochloric acid and EtOAc. The organic phase was dried over Na2SO4, filtered and concentrated to give the title compound. 1H NMR (500 MHz, DMSO-d6): δ 7.90 (d, J=8.2 Hz, 2H); 7.39 (d, J=8.5 Hz, 2H); 7.36 (... Starting materials: N[C@@H](CC(=O)[O-])C(=O)[O-] (aspartate), N[C@@H](CC(=O)[O-])C(=O)[O-] (aspartate), O=C(C(=O)[O-])CCC(=O)[O-] (2-oxoglutarate), N[C@@H](C)C(=O)O (alanine), C(C(=O)C)(=O)[O-] (pyruvate), [N+](=O)([O-])C1=C(C=CC(=C1)[N+](=O)[O-])NN (2,4-dinitro phenylhydrazine). Product: C(=O)(C(=O)O)CC(=O)[O-] (oxaloacetate), N[C@@H](CCC(=O)[O-])C(=O)[O-] (glutamate). Reaction SMILES: [C:1]([O-:6])(=[O:5])[C:2]([CH3:4])=[O:3].[N+](C1C=C([N+]([O-])=O)C=CC=1NN)([O-])=O.N[C@H]([C:24]([OH:26])=[O:25])C.[NH2:27][C@H:28]([C:33]([O-:35])=[O:34])[CH2:29][C:30]([O-])=O.O=C(CCC([O-])=O)[C:38]([O-:40])=[O:39]>>[C:2]([CH2:4][C:24]([O-:26])=[O:25])([C:1]([OH:6])=[O:5])=[O:3].[NH2:27][C@H:28]([C:33]([O-:35])=[O:34])[CH2:29][CH2:30][C:38]([O-:40])=[O:39]. Procedure details: Generally speaking, in an alanine aminotransferase (ALT/GPT) assay, the enzyme reacts with alanine and alpha-ketoglutarate to form pyruvate and glutamate. The pyruvate that forms reacts with 2,4-dinitro phenylhydrazine that is colored at 490-520 nm. High levels of alanine aminotransferase are associated with hepatitis and other liver diseases. In an aspartate aminotransferase (AST/GOT) assay, the enzyme reacts with aspartate 1 and 2-oxoglutarate to form oxaloacetate and glutamate. The oxaloaceta... The reactants are CO, CC(=O)OCC(COCc1ccccc1)OCn1cnc2c(=O)[nH]c(N)nc21, N. The product is Nc1nc2c(ncn2COC(CO)COCc2ccccc2)c(=O)[nH]1. As a reaction SMILES: [CH3:29][OH:30].[NH2:1][c:2]1[nH:3][c:4](=[O:28])[c:5]2[n:6][cH:7][n:8]([CH2:11][O:12][CH:13]([CH2:14][O:15][C:16](=[O:17])[CH3:18])[CH2:19][O:20][CH2:21][c:22]3[cH:23][cH:24][cH:25][cH:26][cH:27]3)[c:9]2[n:10]1.[NH3:31]>>[NH2:1][c:2]1[nH:3][c:4](=[O:28])[c:5]2[n:6][cH:7][n:8]([CH2:11][O:12][CH:13]([CH2:14][OH:15])[CH2:19][O:20][CH2:21][c:22]3[cH:23][cH:24][cH:25][cH:26][cH:27]3)[c:9]2[n:10]1. Starting materials: C1C(CCC2=CC=CC=C12)=O (2-tetralone), C1(=CC=CC=C1)[Mg]Cl (phenylmagnesium chloride), Cl (HCl), C1C(CCC2=CC=CC=C12)=O (2-tetralone), CCCCCCCCCCCCC (Tridecane). The solvent is C1(=CC=CC=C1)C (toluene), C1CCOC1 (THF), C1CCOC1 (THF). Conditions: time 1 hour. Product: C1(=CC=CC=C1)C1=CC2=CC=CC=C2CC1 (2-phenyl-3,4-dihydronaphthalene). The yield is 29.0%. RXN SMILES: [CH2:1]1[C:10]2[C:5](=[CH:6][CH:7]=[CH:8][CH:9]=2)[CH2:4][CH2:3][C:2]1=O.[C:12]1([Mg]Cl)[CH:17]=[CH:16][CH:15]=[CH:14][CH:13]=1.CCCCCCCCCCCCC.Cl>C1COCC1.C1(C)C=CC=CC=1>[C:12]1([C:2]2[CH2:3][CH2:4][C:5]3[C:10](=[CH:9][CH:8]=[CH:7][CH:6]=3)[CH:1]=2)[CH:17]=[CH:16][CH:15]=[CH:14][CH:13]=1. Procedure: 1.32 mL (10.0 mmol) 2-tetralone in 5 mL of THF was added to a solution of 5.77 mL (12.0 mmol) 2.08 M phenylmagnesium chloride in THF at 0° C. The mixture was allowed to warm to room temperature, and was then stirred for an additional 1 hour. Tridecane (1.22 mL; 5.00 mmol; internal GC standard) was added, the mixture was cooled to 0°, 10 mL of 6N HCl was added. The mixture was heated to 65° and vigorously stirred for 4 hours. The mixture was then cooled to room temperature and diluted with toluen... The reactants are CC(=O)OC(F)(F)F, Cc1noc(C)c1S(=O)(=O)Cl, COc1cc(-c2cc(Cl)ccc2OC)ccc1CNS(=O)(=O)c1c(C)nn(C)c1Cl, COc1cc(CN)ccc1-c1cc(Cl)cnc1OC. The product is COc1cc(CNS(=O)(=O)c2c(C)noc2C)ccc1-c1cc(Cl)cnc1OC. Reaction SMILES: [C:31]([O:32][C:33]([F:34])([F:35])[F:36])(=[O:37])[CH3:38].[CH3:58][c:59]1[n:60][o:61][c:62]([CH3:68])[c:63]1[S:64](=[O:65])(=[O:66])[Cl:67].[Cl:1][c:2]1[cH:3][cH:4][c:5]([O:6][CH3:7])[c:8](-[c:9]2[cH:10][cH:11][c:12]([CH2:13][NH:14][S:15]([c:16]3[c:17]([CH3:18])[n:19][n:20]([CH3:21])[c:22]3[Cl:23])(=[O:24])=[O:25])[c:26]([O:27][CH3:28])[cH:29]2)[cH:30]1.[Cl:39][c:40]1[cH:41][c:42](-[c:48]2[c:49]([O:56][CH3:57])[cH:50][c:51]([CH2:52][NH2:53])[cH:54][cH:55]2)[c:43]([O:46][CH3:47])[n:44][cH:45]1>>[Cl:39][c:40]1[cH:41][c:42](-[c:48]2[c:49]([O:56][CH3:57])[cH:50][c:51]([CH2:52][NH:53][S:64]([c:63]3[c:59]([CH3:58])[n:60][o:61][c:62]3[CH3:68])(=[O:65])=[O:66])[cH:54][cH:55]2)[c:43]([O:46][CH3:47])[n:44][cH:45]1.